From a dataset of the Open Reaction Database (ORD), a public repository of structured organic reaction records. describe an organic reaction: reactants, conditions, products, and yield Starting materials: N1=C(C=CC=C1)C(C)=C1C(NC(C2=CC=C(C=C2)OC)=O)C=CC=C1 (2'-[1-(2-Pyridyl)-ethylidene]-p-anisanilide), [OH-].[NH4+] (ammonium hydroxide), C(C)(=O)O (acetic acid), O (water). The reagents and catalysts are [Pd] (palladium on carbon). Solvent: C(C)(=O)OCC (ethyl acetate). Product: N1=C(C=CC=C1)C(C)C1=C(NC(C2=CC=C(C=C2)OC)=O)C=CC=C1 (2'-1-(2-pyridyl)ethyl-p-anisanilide). As a reaction SMILES: [N:1]1[CH:6]=[CH:5][CH:4]=[CH:3][C:2]=1[C:7](=[C:9]1[CH:25]=[CH:24][CH:23]=[CH:22][CH:10]1[NH:11][C:12](=[O:21])[C:13]1[CH:18]=[CH:17][C:16]([O:19][CH3:20])=[CH:15][CH:14]=1)[CH3:8].C(O)(=O)C.O.[OH-].[NH4+]>[Pd].C(OCC)(=O)C>[N:1]1[CH:6]=[CH:5][CH:4]=[CH:3][C:2]=1[CH:7]([C:9]1[CH:25]=[CH:24][CH:23]=[CH:22][C:10]=1[NH:11][C:12](=[O:21])[C:13]1[CH:14]=[CH:15][C:16]([O:19][CH3:20])=[CH:17][CH:18]=1)[CH3:8] |f:3.4|. Procedure: 2'-[1-(2-Pyridyl)-ethylidene]-p-anisanilide (6.0 g., 0.018 mole) is reduced in a Parr apparatus in 100 ml. of acetic acid employing 1.0 g. of 10% palladium on carbon catalyst. The catalyst is collected, the filtrate concentrated under reduced pressure and the residue thus obtained distributed between water and ethyl acetate. This mixture is made basic with concentrated ammonium hydroxide and the ethyl acetate extract separated, dried, and concentrated to provide 2'-1-(2-pyridyl)ethyl-p-anisanili... Yields the product O=C(NCc1ccc(-c2cc[nH]c(=O)c2)cc1)c1c(F)ccc(F)c1Cl. Reactants: CC(C)(C)Oc1cc(-c2ccc(CNC(=O)c3c(F)ccc(F)c3Cl)cc2)ccn1, ClCCl, O=C(O)C(F)(F)F. Reaction SMILES: [C:1]([CH3:2])([CH3:3])([CH3:4])[O:5][c:6]1[n:7][cH:8][cH:9][c:10](-[c:12]2[cH:13][cH:14][c:15]([CH2:16][NH:17][C:18]([c:19]3[c:20]([Cl:27])[c:21]([F:26])[cH:22][cH:23][c:24]3[F:25])=[O:28])[cH:29][cH:30]2)[cH:11]1.[Cl:38][CH2:39][Cl:40].[OH:31][C:32]([C:33]([F:34])([F:35])[F:36])=[O:37]>>[O:5]=[c:6]1[nH:7][cH:8][cH:9][c:10](-[c:12]2[cH:13][cH:14][c:15]([CH2:16][NH:17][C:18]([c:19]3[c:20]([Cl:27])[c:21]([F:26])[cH:22][cH:23][c:24]3[F:25])=[O:28])[cH:29][cH:30]2)[cH:11]1.